From a dataset of the Open Reaction Database (ORD), a public repository of structured organic reaction records. describe an organic reaction: reactants, conditions, products, and yield Starting materials: NC1=C(C=O)C=C(C=C1)I (2-amino-5-iodobenzaldehyde), [N+](=O)([O-])CC(=O)OCC (ethyl nitroacetate), N1CCCCC1 (piperidine). The solvent is CC=1C=CC=CC1C (o-xylene). Yields the product IC=1C=C2C=C(C(NC2=CC1)=O)[N+](=O)[O-] (6-iodo-3-nitro-2-(1H)-quinolone). RXN SMILES: [NH2:1][C:2]1[CH:9]=[CH:8][C:7]([I:10])=[CH:6][C:3]=1[CH:4]=O.[N+:11]([CH2:14][C:15](OCC)=[O:16])([O-:13])=[O:12].N1CCCCC1>CC1C=CC=CC=1C>[I:10][C:7]1[CH:6]=[C:3]2[C:2](=[CH:9][CH:8]=1)[NH:1][C:15](=[O:16])[C:14]([N+:11]([O-:13])=[O:12])=[CH:4]2. Procedure: A stirred mixture of 2-amino-5-iodobenzaldehyde (2.0 g), ethyl nitroacetate (4.2 g), and piperidine (0.7 g) was heated under reflux for 1.5 hours in o-xylene (100 cm3). The cooled solution was then concentrated in vacuo and the solid residue was recrystallised from chloroform-isopropanol to afford 6-iodo-3-nitro-2-(1H)-quinolone, m.p. 279°-282°, (1.14 g).